This data is from the Open Reaction Database (ORD), a public repository of structured organic reaction records. The task is: describe an organic reaction: reactants, conditions, products, and yield Reactants: C(#N)[BH3-].[Na+] (sodium cyanoborohydride), Cl.CO (HCl methanol), C1(CCC1)N (cyclobutylamine), C(C1=CC=CC=C1)OC1=C(C=C(C=C1)Br)C(CC=O)C1=CC=CC=C1 (3-(2-benzyloxy-5-bromophenyl)-3-phenylpropanal). Run in CO (methanol). Conditions: time 8 hour. Product: C1(CCC1)NCCC(C1=CC=CC=C1)C1=C(C=CC(=C1)Br)OCC1=CC=CC=C1 (N-Cyclobutyl-3-(2-benzyloxy-5-bromophenyl)-3-phenylpropanamine). Reaction SMILES: Cl.CO.[CH:4]1([NH2:8])[CH2:7][CH2:6][CH2:5]1.[CH2:9]([O:16][C:17]1[CH:22]=[CH:21][C:20]([Br:23])=[CH:19][C:18]=1[CH:24]([C:28]1[CH:33]=[CH:32][CH:31]=[CH:30][CH:29]=1)[CH2:25][CH:26]=O)[C:10]1[CH:15]=[CH:14][CH:13]=[CH:12][CH:11]=1.C([BH3-])#N.[Na+]>CO>[CH:4]1([NH:8][CH2:26][CH2:25][CH:24]([C:18]2[CH:19]=[C:20]([Br:23])[CH:21]=[CH:22][C:17]=2[O:16][CH2:9][C:10]2[CH:15]=[CH:14][CH:13]=[CH:12][CH:11]=2)[C:28]2[CH:29]=[CH:30][CH:31]=[CH:32][CH:33]=2)[CH2:7][CH2:6][CH2:5]1 |f:0.1,4.5|. Procedure details: 5 M HCl-methanol (3.50 mL, 17.71 mmol) was added to a solution of cyclobutylamine (4.50 mL, 53.15 mmol) in methanol (14 mL). The mixture was added to 3-(2-benzyloxy-5-bromophenyl)-3-phenylpropanal (Example 20.1), (3.50 g, 8.86 mmol), followed by sodium cyanoborohydride (0.389 g, 6.20 mmol). The reaction mixture was stirred at room temperature overnight. The solvent was evaporated and the residue was chromatographed on silica (toluene-ethyl acetate-triethylamine 92:4:4). Yield 2.61 g (65%); 1H NM...